From a dataset of the Open Reaction Database (ORD), a public repository of structured organic reaction records. describe an organic reaction: reactants, conditions, products, and yield The reactants are CCO, [K+], [OH-], O, CC(C)CC(C(=O)OCC1CC1)c1cc(OCC2CC2)c(-c2ccc3nonc3c2)cc1F. The product is CC(C)CC(C(=O)O)c1cc(OCC2CC2)c(-c2ccc3nonc3c2)cc1F. As a reaction SMILES: [CH3:34][CH2:35][OH:36].[K+:39].[OH-:38].[OH2:37].[n:1]1[o:2][n:3][c:4]2[c:5]1[cH:6][cH:7][c:8](-[c:10]1[cH:11][c:12]([F:33])[c:13]([CH:21]([C:22](=[O:23])[O:24][CH2:25][CH:26]3[CH2:27][CH2:28]3)[CH2:29][CH:30]([CH3:31])[CH3:32])[cH:14][c:15]1[O:16][CH2:17][CH:18]1[CH2:19][CH2:20]1)[cH:9]2>>[n:1]1[o:2][n:3][c:4]2[c:5]1[cH:6][cH:7][c:8](-[c:10]1[cH:11][c:12]([F:33])[c:13]([CH:21]([C:22](=[O:23])[OH:24])[CH2:29][CH:30]([CH3:31])[CH3:32])[cH:14][c:15]1[O:16][CH2:17][CH:18]1[CH2:19][CH2:20]1)[cH:9]2. Reactants: N1=CC(=CC=C1)C=1SC=C(N1)C(=O)O (2-(3-pyridyl)-1,3-thiazole-4-carboxylic acid), N[C@@H](CN1N=C(C=C1)C1=CC(=C(C#N)C=C1)Cl)C ((R)-4-(1-(2-aminopropyl)-1H-pyrazol-3-yl)-2-chlorobenzonitrile). Product: ClC=1C=C(C=CC1C#N)C1=NN(C=C1)C[C@@H](C)NC(=O)C=1N=C(SC1)C=1C=NC=CC1 ((R)—N-(1-(3-(3-chloro-4-cyanophenyl)-1H-pyrazol-1-yl)propan-2-yl)-2-(pyridin-3-yl)thiazole-4-carboxamide). The yield is 1.1%. Reaction SMILES: [N:1]1[CH:6]=[CH:5][CH:4]=[C:3]([C:7]2[S:8][CH:9]=[C:10]([C:12]([OH:14])=O)[N:11]=2)[CH:2]=1.[NH2:15][C@H:16]([CH3:32])[CH2:17][N:18]1[CH:22]=[CH:21][C:20]([C:23]2[CH:30]=[CH:29][C:26]([C:27]#[N:28])=[C:25]([Cl:31])[CH:24]=2)=[N:19]1>>[Cl:31][C:25]1[CH:24]=[C:23]([C:20]2[CH:21]=[CH:22][N:18]([CH2:17][C@H:16]([NH:15][C:12]([C:10]3[N:11]=[C:7]([C:3]4[CH:2]=[N:1][CH:6]=[CH:5][CH:4]=4)[S:8][CH:9]=3)=[O:14])[CH3:32])[N:19]=2)[CH:30]=[CH:29][C:26]=1[C:27]#[N:28]. Reported procedure: (R)—N-(1-(3-(3-chloro-4-cyanophenyl)-1H-pyrazol-1-yl)propan-2-yl)-2-(pyridin-3-yl)thiazole-4-carboxamide was prepared using the method of Example 34(d) starting from 2-(3-pyridyl)-1,3-thiazole-4-carboxylic acid (0.285 g, 1.381 mmol) and (R)-4-(1-(2-aminopropyl)-1H-pyrazol-3-yl)-2-chlorobenzonitrile (0.3 g, 1.151 mmol). The product was purified by triturated using DCM. Yield 1.065%. 1H-NMR (400 MHz; CDCl3): δ 1.31 (d, 3H), 4.34 (dd, 1H), 4.48 (dd, 1H), 4.60-470 (m, 1H), 6.63 (d, 1H), 7.37 (dd, 1H... Reactants: Cc1cc(C=NO)ccc1Br, [O-]Cl, Cl, [Na+], C1CCOC1. Product: Cc1c(Br)ccc(C=NO)c1Cl. Reaction SMILES: [Br:1][c:2]1[c:3]([CH3:11])[cH:4][c:5]([CH:6]=[N:7][OH:8])[cH:9][cH:10]1.[Cl:13][O-:14].[ClH:12].[Na+:15].[O:16]1[CH2:17][CH2:18][CH2:19][CH2:20]1>>[Br:1][c:2]1[c:3]([CH3:11])[c:4]([Cl:12])[c:5]([CH:6]=[N:7][OH:8])[cH:9][cH:10]1. Starting materials: ClCCCl, CN(C)c1ccncc1, O=C(O)c1cc2c(=O)[nH]c(-c3ccc(Cl)cc3Cl)cn2n1, ClCCl, N, C1COCCO1, CN(C)C=O. Yields the product NC(=O)c1cc2c(=O)[nH]c(-c3ccc(Cl)cc3Cl)cn2n1. RXN SMILES: [CH2:22]([Cl:23])[CH2:24][Cl:25].[CH3:41][N:42]([c:43]1[cH:44][cH:45][n:46][cH:47][cH:48]1)[CH3:49].[Cl:1][c:2]1[c:3](-[c:9]2[nH:10][c:11](=[O:21])[c:12]3[n:13]([cH:14]2)[n:15][c:16]([C:18](=[O:19])[OH:20])[cH:17]3)[cH:4][cH:5][c:6]([Cl:8])[cH:7]1.[Cl:33][CH2:34][Cl:35].[NH3:26].[O:27]1[CH2:28][CH2:29][O:30][CH2:31][CH2:32]1.[O:36]=[CH:37][N:38]([CH3:39])[CH3:40]>>[Cl:1][c:2]1[c:3](-[c:9]2[nH:10][c:11](=[O:21])[c:12]3[n:13]([cH:14]2)[n:15][c:16]([C:18](=[O:19])[NH2:26])[cH:17]3)[cH:4][cH:5][c:6]([Cl:8])[cH:7]1. Product: ClC1=CC=2N(C(=N1)SC)C(=NC2)C (7-chloro-3-methyl-5-methylthioimidazo[1,5-c]pyrimidine). Reported procedure: Using the method of Example 53, 5,7-dichloro-3-methylimidazo[1,5-c]pyrimidine (from Example 35) was reacted with sodium methanethiolate to provide yellow solid 7-chloro-3-methyl-5-methylthioimidazo[1,5-c]pyrimidine, m.p. 153°-155° C. Analysis: Calculated for C8H8ClN3S: %C, 45.0; %H, 3.8; %N, 19.7; Found: %C, 44.8; %H, 3.5; %N, 19.7. Starting materials: ClC1=NC(=CC=2N1C(=NC2)C)Cl (5,7-dichloro-3-methylimidazo[1,5-c]pyrimidine), C[S-].[Na+] (sodium methanethiolate). Reaction SMILES: Cl[C:2]1[N:7]2[C:8]([CH3:11])=[N:9][CH:10]=[C:6]2[CH:5]=[C:4]([Cl:12])[N:3]=1.[CH3:13][S-:14].[Na+]>>[Cl:12][C:4]1[N:3]=[C:2]([S:14][CH3:13])[N:7]2[C:8]([CH3:11])=[N:9][CH:10]=[C:6]2[CH:5]=1 |f:1.2|. Reactants: [OH-].[Na+] (sodium hydroxide), ClC1=C(C(=CC=C1Cl)[N+](=O)[O-])OC1=CC=CC=C1 (2,3-dichloro-6-nitro-1-phenoxy-benzene), ClC1=C(C=C(C(=C1)C)Cl)S (2,5-dichloro-4-methylthiophenol), [OH-].[Na+] (sodium hydroxide). Solvent: CS(=O)C (dimethylsulfoxide). Reaction conditions: temperature 100 celsius, time 5 hour. Product: ClC1=C(C=CC(=C1OC1=CC=CC=C1)[N+](=O)[O-])SC1=C(C=C(C(=C1)Cl)C)Cl (2-Chloro-4-nitro-3-phenoxy-1-(2,5-dichloro-4-methylthiophenoxy)-benzene). Reaction SMILES: [Cl:1][C:2]1[C:7](Cl)=[CH:6][CH:5]=[C:4]([N+:9]([O-:11])=[O:10])[C:3]=1[O:12][C:13]1[CH:18]=[CH:17][CH:16]=[CH:15][CH:14]=1.[Cl:19][C:20]1[CH:25]=[C:24]([CH3:26])[C:23]([Cl:27])=[CH:22][C:21]=1[SH:28].[OH-].[Na+]>CS(C)=O>[Cl:1][C:2]1[C:3]([O:12][C:13]2[CH:18]=[CH:17][CH:16]=[CH:15][CH:14]=2)=[C:4]([N+:9]([O-:11])=[O:10])[CH:5]=[CH:6][C:7]=1[S:28][C:21]1[CH:22]=[C:23]([Cl:27])[C:24]([CH3:26])=[CH:25][C:20]=1[Cl:19] |f:2.3|. Procedure: A mixture of 14.2 gm of 2,3-dichloro-6-nitro-1-phenoxy-benzene, 10.2 gm of 2,5-dichloro-4-methylthiophenol, 5.0 ml of 10 N sodium hydroxide and 40 ml of dimethylsulfoxide was stirred for 5 hours at 100° C. and then allowed to stand overnight at room temperature. Thereafter, the reaction mixture was admixed with 400 ml of 1 N sodium hydroxide, and the product precipitated thereby was collected and recrystallized from 150 ml of ethanol. 20.5 gm (90% of theory) of the light yellow crystalline title... The reactants are IC1=C(C=CC=2C(OCC21)=O)CCN2CCN(CC2)C(=O)OC(C)(C)C (tert-butyl 4-[2-(4-iodo-1-oxo-1,3-dihydro-2-benzofuran-5-yl)ethyl]piperazine-1-carboxylate), OCCC1=CC2=C(C(OC2)=O)C=C1I (5-(2-hydroxyethyl)-6-iodo-2-benzofuran-1(3H)-one). Yields the product IC=1C(=CC2=C(C(OC2)=O)C1)CCN1CCN(CC1)C(=O)OC(C)(C)C (tert-Butyl 4-[2-(6-iodo-1-oxo-1,3-dihydro-2-benzofuran-5-yl)ethyl]piperazine-1-carboxylate). RXN SMILES: [I:1][C:2]1[C:10]2[CH2:9][O:8][C:7](=[O:11])[C:6]=2[CH:5]=[CH:4][C:3]=1[CH2:12][CH2:13][N:14]1[CH2:19][CH2:18][N:17]([C:20]([O:22][C:23]([CH3:26])([CH3:25])[CH3:24])=[O:21])[CH2:16][CH2:15]1.OCCC1C(I)=CC2C(=O)OCC=2C=1>>[I:1][C:2]1[C:3]([CH2:12][CH2:13][N:14]2[CH2:19][CH2:18][N:17]([C:20]([O:22][C:23]([CH3:25])([CH3:24])[CH3:26])=[O:21])[CH2:16][CH2:15]2)=[CH:4][C:5]2[CH2:9][O:8][C:7](=[O:11])[C:6]=2[CH:10]=1. Reported procedure: tert-Butyl 4-[2-(6-iodo-1-oxo-1,3-dihydro-2-benzofuran-5-yl)ethyl]piperazine-1-carboxylate was prepared in an analogous fashion to that described for the preparation of tert-butyl 4-[2-(4-iodo-1-oxo-1,3-dihydro-2-benzofuran-5-yl)ethyl]piperazine-1-carboxylate above starting from 5-(2-hydroxyethyl)-6-iodo-2-benzofuran-1(3H)-one. LC-MS (IE, m/z): 473 [M+1]+. Reactants: CC[CH2-].[Mg+2].[Br-] (N-Propylmagnesium bromide), CON(C(=O)C=1C=2N(N=C(C1)C)C(=C(N2)C)C2=C(C1=C(S2)C=CC(=C1)F)C)C (3-(5-fluoro-3-methyl-benzo[b]thiophen-2-yl)-2,6-dimethyl-imidazo[1,2-b]pyridazine-8-carboxylic acid methoxy-methyl-amide). Run in C1CCOC1 (THF). Run at time 8 hour. Product: FC1=CC2=C(SC(=C2C)C2=C(N=C3N2N=C(C=C3C(CCC)=O)C)C)C=C1 (1-[3-(5-Fluoro-3-methyl-benzo[b]thiophen-2-yl)-2,6-dimethyl-imidazo[1,2-b]pyridazin-8-yl]-butan-1-one). The yield is 463.8%. RXN SMILES: [CH3:1][CH2:2][CH2-:3].[Mg+2].[Br-].CON(C)[C:9]([C:11]1[C:12]2[N:13]([C:18]([C:22]3[S:26][C:25]4[CH:27]=[CH:28][C:29]([F:31])=[CH:30][C:24]=4[C:23]=3[CH3:32])=[C:19]([CH3:21])[N:20]=2)[N:14]=[C:15]([CH3:17])[CH:16]=1)=[O:10]>C1COCC1>[F:31][C:29]1[CH:28]=[CH:27][C:25]2[S:26][C:22]([C:18]3[N:13]4[N:14]=[C:15]([CH3:17])[CH:16]=[C:11]([C:9](=[O:10])[CH2:1][CH2:2][CH3:3])[C:12]4=[N:20][C:19]=3[CH3:21])=[C:23]([CH3:32])[C:24]=2[CH:30]=1 |f:0.1.2|. Reported procedure: N-Propylmagnesium bromide (0.303 g, 2.06 mmol) is added dropwise to a solution of 3-(5-fluoro-3-methyl-benzo[b]thiophen-2-yl)-2,6-dimethyl-imidazo[1,2-b]pyridazine-8-carboxylic acid methoxy-methyl-amide (0.21 g, 0.52 mmol) in THF (5 mL) at 0° C. The reaction is stirred at room temperature overnight. The mixture is quenched with H2O, extracted with CH2Cl2, dried over sodium sulfate, filtered, and concentrated to dryness. The crude is purified through an ISCO column (5-10% EtOAc/Hexane) to give th...